Dataset: the Open Reaction Database (ORD), a public repository of structured organic reaction records. Task: describe an organic reaction: reactants, conditions, products, and yield Reactants: O (Water), CO (MeOH), C(=O)([O-])[O-].[K+].[K+] (K2CO3), C(C)(=O)OCC(=O)N[C@H]1[C@@H](CC2=CC=CC=C12)NC(=O)C1=CC2=C(N1)C(=C(S2)Cl)Cl (N-{(1R,2R)-1-[(2-Acetoxyacetyl)amino]-2,3-dihydro-1H-inden-2-yl}-2,3-dichloro-4H-thieno[3,2-b]pyrrole-5-carboxamide). The solvent is C1CCOC1 (THF). Conditions: time 16 hour. Product: ClC1=C(C=2NC(=CC2S1)C(=O)N[C@H]1[C@@H](C2=CC=CC=C2C1)NC(CO)=O)Cl (2,3-Dichloro-N-{(1R,2R)-1-[(hydroxyacetyl)amino]-2,3-dihydro-1H-inden-2-yl}-4H-thieno[3,2-b]pyrrole-5-carboxamide). Yield: 74.2%. As a reaction SMILES: C([O:4][CH2:5][C:6]([NH:8][C@@H:9]1[C:17]2[C:12](=[CH:13][CH:14]=[CH:15][CH:16]=2)[CH2:11][C@H:10]1[NH:18][C:19]([C:21]1[NH:25][C:24]2[C:26]([Cl:30])=[C:27]([Cl:29])[S:28][C:23]=2[CH:22]=1)=[O:20])=[O:7])(=O)C.CO.C([O-])([O-])=O.[K+].[K+].O>C1COCC1>[Cl:29][C:27]1[S:28][C:23]2[CH:22]=[C:21]([C:19]([NH:18][C@@H:10]3[CH2:11][C:12]4[C:17](=[CH:16][CH:15]=[CH:14][CH:13]=4)[C@H:9]3[NH:8][C:6](=[O:7])[CH2:5][OH:4])=[O:20])[NH:25][C:24]=2[C:26]=1[Cl:30] |f:2.3.4|. Procedure: N-{(1R,2R)-1-[(2-Acetoxyacetyl)amino]-2,3-dihydro-1H-inden-2-yl}-2,3-dichloro-4H-thieno[3,2-b]pyrrole-5-carboxamide (Example 6; 632 mg, 1.36 mmol) was dissolved in THF (10 mL), MeOH (10 mL) and K2CO3 (100 mg) were then added and the suspension stirred at ambient temperature for 16 hours. Water (50 mL) was added and the aqueous phase was extracted with EtOAc (3×30 mL). The combined organic phases were washed with water (2×50 mL), brine (50 mL) and dried (MgSO4). The solvent was removed by evapora... The reactants are Clc1ccccc1Cl, O=C(Nc1ccccc1)OC1=C(c2ccccc2)S(=O)(=O)C(c2ccccc2)=C1O. Product: O=C=Nc1ccccc1. Reaction SMILES: [Cl:31][c:32]1[cH:33][cH:34][cH:35][cH:36][c:37]1[Cl:38].[c:1]1([NH:7][C:8](=[O:9])[O:10][C:11]2=[C:24]([c:25]3[cH:26][cH:27][cH:28][cH:29][cH:30]3)[S:21](=[O:22])(=[O:23])[C:14]([c:15]3[cH:16][cH:17][cH:18][cH:19][cH:20]3)=[C:12]2[OH:13])[cH:2][cH:3][cH:4][cH:5][cH:6]1>>[c:1]1([N:7]=[C:8]=[O:9])[cH:2][cH:3][cH:4][cH:5][cH:6]1.